From a dataset of the Open Reaction Database (ORD), a public repository of structured organic reaction records. describe an organic reaction: reactants, conditions, products, and yield The reactants are C1CCOC1, CNC, Clc1ncccn1. Product: CN(C)c1ncccn1. As a reaction SMILES: [CH2:11]1[O:12][CH2:13][CH2:14][CH2:15]1.[CH3:8][NH:9][CH3:10].[Cl:1][c:2]1[n:3][cH:4][cH:5][cH:6][n:7]1>>[c:2]1([N:9]([CH3:8])[CH3:10])[n:3][cH:4][cH:5][cH:6][n:7]1. The reactants are C(C)#N (acetonitrile), C=O (formaldehyde), aqueous solution, CNC (dimethylamine), C1(=CC=CC=C1)C=1N=C2N(C=CC=C2C(=O)NC(C#N)C2=CC(=CC=C2)F)C1 (α-(2-phenyl-imidazo[1,2-a]pyridin-8-ylcarbonylamino)-(3-fluorophenyl)acetonitrile). The solvent is C(C)(=O)O (acetic acid). Conditions: temperature 0 celsius. Yields the product CN(C)CC1=C(N=C2N1C=CC=C2C(=O)NC(C#N)C2=CC(=CC=C2)F)C2=CC=CC=C2 (α-(3-dimethylaminomethyl-2-phenylimidazo[1,2-a]pyridin-8-ylcarbonylamino)-(3-fluorophenyl)acetonitrile). Isolated yield 40.8%. Reaction SMILES: [C:1](#N)C.C=O.[CH3:6][NH:7][CH3:8].[C:9]1([C:15]2[N:16]=[C:17]3[C:22]([C:23]([NH:25][CH:26]([C:29]4[CH:34]=[CH:33][CH:32]=[C:31]([F:35])[CH:30]=4)[C:27]#[N:28])=[O:24])=[CH:21][CH:20]=[CH:19][N:18]3[CH:36]=2)[CH:14]=[CH:13][CH:12]=[CH:11][CH:10]=1>C(O)(=O)C>[CH3:6][N:7]([CH2:1][C:36]1[N:18]2[CH:19]=[CH:20][CH:21]=[C:22]([C:23]([NH:25][CH:26]([C:29]3[CH:34]=[CH:33][CH:32]=[C:31]([F:35])[CH:30]=3)[C:27]#[N:28])=[O:24])[C:17]2=[N:16][C:15]=1[C:9]1[CH:10]=[CH:11][CH:12]=[CH:13][CH:14]=1)[CH3:8]. Procedure details: To acetonitrile (10 ml) were added 37% formaldehyde (0.3 ml) and acetic acid (0.4 ml), and 50% aqueous solution of dimethylamine (0.3 ml) was added slowly thereto at 0° C. with stirring. To the mixture was added α-(2-phenyl-imidazo[1,2-a]pyridin-8-ylcarbonylamino)-(3-fluorophenyl)acetonitrile (1.0 g, 2.7 m moles), and the mixture was reacted at 50° C. for 2 hours and further stirred at room temperature for 2.5 hours. The reaction mixture was concentrated under reduced pressure, and the concentra... Starting materials: C(C)(=O)O[C@H]1CC[C@H](CC1)O (cis 4-acetoxy-cyclohexanol), [H-].[Na+] (NaH), ClC1=NC2=CC(=C(C=C2N=C1)OC)OC (2-chloro-6,7-dimethoxyquinoxaline). Run in C1CCOC1 (THF). Yields the product COC=1C=C2N=CC(=NC2=CC1OC)O[C@H]1CC[C@H](CC1)OC(C)=O (acetic acid cis-4-(6,7-dimethoxyquinoxalin-2-yloxy)-cyclohexyl ester). Reaction SMILES: [C:1]([O:4][C@@H:5]1[CH2:10][CH2:9][C@H:8]([OH:11])[CH2:7][CH2:6]1)(=[O:3])[CH3:2].[H-].[Na+].Cl[C:15]1[CH:24]=[N:23][C:22]2[C:17](=[CH:18][C:19]([O:27][CH3:28])=[C:20]([O:25][CH3:26])[CH:21]=2)[N:16]=1>C1COCC1>[CH3:26][O:25][C:20]1[CH:21]=[C:22]2[C:17](=[CH:18][C:19]=1[O:27][CH3:28])[N:16]=[C:15]([O:11][C@@H:8]1[CH2:9][CH2:10][C@H:5]([O:4][C:1](=[O:3])[CH3:2])[CH2:6][CH2:7]1)[CH:24]=[N:23]2 |f:1.2|. Reported procedure: A mixture of cis 4-acetoxy-cyclohexanol (632 mg, 4 mmole) and NaH (60%, 220 mg, 5.5 mmole) in 15 mL of anhydrous THF is refluxed for 0.5 hour before addition of 2-chloro-6,7-dimethoxyquinoxaline (674 mg, 3 mmole). The resulting mixture is continued to be refluxed for two hours. The residue after filtration and concentration is chromatographed on silica gel (ether) to provide acetic acid cis-4-(6,7-dimethoxyquinoxalin-2-yloxy)-cyclohexyl ester (m.p. 150-152° C.). Anal. Calcd. for C18H22N2O5: C, 6... The reactants are ClC=1C=CC=C2C(=C(N=NC12)C1=CC=CC=C1)C=1C=C(C=CC1)O (3-(8-chloro-3-phenyl-cinnolin-4-yl)-phenol), ClC1=C(CBr)C=CC=C1 (2-chlorobenzyl bromide). The product is C(C1=CC=CC=C1)C=1N=NC2=C(C=CC=C2C1C1=CC(=CC=C1)OCC1=C(C=CC=C1)Cl)Cl (3-Benzyl-8-chloro-4-{3-[(2-chlorobenzyl)oxy]phenyl}cinnoline). RXN SMILES: [Cl:1][C:2]1[CH:3]=[CH:4][CH:5]=[C:6]2[C:11]=1[N:10]=[N:9][C:8](C1C=CC=CC=1)=[C:7]2[C:18]1[CH:19]=[C:20]([OH:24])[CH:21]=[CH:22][CH:23]=1.[Cl:25][C:26]1[CH:33]=[CH:32][CH:31]=[CH:30][C:27]=1[CH2:28]Br>>[CH2:7]([C:8]1[N:9]=[N:10][C:11]2[C:6]([C:7]=1[C:18]1[CH:23]=[CH:22][CH:21]=[C:20]([O:24][CH2:28][C:27]3[CH:30]=[CH:31][CH:32]=[CH:33][C:26]=3[Cl:25])[CH:19]=1)=[CH:5][CH:4]=[CH:3][C:2]=2[Cl:1])[C:6]1[CH:11]=[CH:2][CH:3]=[CH:4][CH:5]=1. Reported procedure: The title compound was prepared from 3-(8-chloro-3-phenyl-cinnolin-4-yl)-phenol and 2-chlorobenzyl bromide according the procedure of Example 14. MS (ES) m/z 470.8. Reactants: C12(CC3CC(CC(C1)C3)C2)C=2C=C(C=C3C2OCO3)Br (3-(1-adamantyl)-4,5-methylenedioxy-1-bromobenzene), C(=O)C1=CC=C(C=C1)B(O)O (4-formylphenylboronic acid), C([O-])([O-])=O.[K+].[K+] (potassium carbonate). The reagents and catalysts are C=1C=CC(=CC1)[P](C=2C=CC=CC2)(C=3C=CC=CC3)[Pd]([P](C=4C=CC=CC4)(C=5C=CC=CC5)C=6C=CC=CC6)([P](C=7C=CC=CC7)(C=8C=CC=CC8)C=9C=CC=CC9)[P](C=1C=CC=CC1)(C=1C=CC=CC1)C=1C=CC=CC1 (Tetrakis(triphenylphosphine)palladium(0)). Run in COCCOC (1,2-dimethoxyethane), O (water), C(C)(=O)OCC (ethyl acetate). Product: C12(CC3CC(CC(C1)C3)C2)C=2C=C(C=C3C2OCO3)C3=CC=C(C=O)C=C3 (4-[3-(1-Adamantyl)-4,5-methylenedioxy phenyl]-benzaldehyde). The yield is 84.6%. RXN SMILES: [C:1]12([C:11]3[CH:12]=[C:13](Br)[CH:14]=[C:15]4[O:19][CH2:18][O:17][C:16]=34)[CH2:10][CH:5]3[CH2:6][CH:7]([CH2:9][CH:3]([CH2:4]3)[CH2:2]1)[CH2:8]2.[CH:21]([C:23]1[CH:28]=[CH:27][C:26](B(O)O)=[CH:25][CH:24]=1)=[O:22].C(=O)([O-])[O-].[K+].[K+]>COCCOC.O.C(OCC)(=O)C.C1C=CC([P]([Pd]([P](C2C=CC=CC=2)(C2C=CC=CC=2)C2C=CC=CC=2)([P](C2C=CC=CC=2)(C2C=CC=CC=2)C2C=CC=CC=2)[P](C2C=CC=CC=2)(C2C=CC=CC=2)C2C=CC=CC=2)(C2C=CC=CC=2)C2C=CC=CC=2)=CC=1>[C:1]12([C:11]3[CH:12]=[C:13]([C:26]4[CH:27]=[CH:28][C:23]([CH:21]=[O:22])=[CH:24][CH:25]=4)[CH:14]=[C:15]4[O:19][CH2:18][O:17][C:16]=34)[CH2:10][CH:5]3[CH2:6][CH:7]([CH2:9][CH:3]([CH2:4]3)[CH2:2]1)[CH2:8]2 |f:2.3.4,^1:54,56,75,94|. Procedure: A mixture of 3-(1-adamantyl)-4,5-methylenedioxy-1-bromobenzene (2.00 g, 5.97 mmol), 4-formylphenylboronic acid (1.07 g, 7.16 mmol) and potassium carbonate (1.86 g, 13.42 mmol) in 1,2-dimethoxyethane (50 mL) and water (2.5 mL) was degassed with argon for 30 minutes. Tetrakis(triphenylphosphine)palladium(0) (0.34 g, 0.298 mmol) was added and the mixture heated at reflux under argon overnight. The solution was cooled to room temperature, diluted with ethyl acetate (200 mL) and washed successively w... RXN SMILES: [Br:14][N:15]1[C:16](=[O:17])[CH2:18][CH2:19][C:20]1=[O:21].[C:22]([O:23][O:24][C:25](=[O:26])[c:27]1[cH:28][cH:29][cH:30][cH:31][cH:32]1)(=[O:33])[c:34]1[cH:35][cH:36][cH:37][cH:38][cH:39]1.[C:40]([Cl:41])([Cl:42])([Cl:43])[Cl:44].[C:5](#[N:6])[c:7]1[n:8][cH:9][cH:10][c:11]([CH3:13])[cH:12]1.[CH3:1][C:2](=[O:3])[OH:4]>>[C:5](#[N:6])[c:7]1[n:8][cH:9][cH:10][c:11]([CH2:13][Br:14])[cH:12]1. Yields the product N#Cc1cc(CBr)ccn1. Reactants: O=C1CCC(=O)N1Br, O=C(OOC(=O)c1ccccc1)c1ccccc1, ClC(Cl)(Cl)Cl, Cc1ccnc(C#N)c1, CC(=O)O.